This data is from the Open Reaction Database (ORD), a public repository of structured organic reaction records. The task is: describe an organic reaction: reactants, conditions, products, and yield Reactants: CCOC(C)=O, CCOC(=O)C=Cc1cc(Cl)ccc1OCCc1ccccc1, [H][H], O=[Pt]=O. The product is CCOC(=O)CCc1cc(Cl)ccc1OCCc1ccccc1. RXN SMILES: [CH3:26][CH2:27][O:28][C:29](=[O:30])[CH3:31].[Cl:1][c:2]1[cH:3][cH:4][c:5]([O:15][CH2:16][CH2:17][c:18]2[cH:19][cH:20][cH:21][cH:22][cH:23]2)[c:6]([CH:7]=[CH:8][C:9](=[O:10])[O:11][CH2:12][CH3:13])[cH:14]1.[H:24][H:25].[Pt:32](=[O:33])=[O:34]>>[Cl:1][c:2]1[cH:3][cH:4][c:5]([O:15][CH2:16][CH2:17][c:18]2[cH:19][cH:20][cH:21][cH:22][cH:23]2)[c:6]([CH2:7][CH2:8][C:9](=[O:10])[O:11][CH2:12][CH3:13])[cH:14]1. The reactants are NC=1N=CC(=NC1)C1=C(C=C(C=C1)C=1C(=CC=CC1)S(=O)(=O)NC(C)(C)C)F (4′-(5-aminopyrazin-2-yl)-N-(tert-butyl)-3′-fluoro-[1,1′-biphenyl]-2-sulfonamide), C1(=CC=CC=C1)OC (anisole), C(=O)(C(F)(F)F)O (TFA). Reported procedure: A solution of 4′-(5-aminopyrazin-2-yl)-N-(tert-butyl)-3′-fluoro-[1,1′-biphenyl]-2-sulfonamide (130.0 g, 298.0 mmol), anisole (97.4 mL, 894.0 mmol), and TFA (228.0 mL, 2.98 mol) was stirred at 60° Celsius for 16 hours. The reaction was cooled to rt, concentrated to dryness, and partitioned between 600 mL H2O and 600 mL acetone. 750 mL sat. NaHCO3 (aq), was added over 30 min. The resulting precipitate was isolated via filtration and rinsed with 300 mL H2O then 300 mL acetone. The precipitate was t... Isolated yield 72.4%. The product is NC=1N=CC(=NC1)C1=C(C=C(C=C1)C=1C(=CC=CC1)S(=O)(=O)N)F (4′-(5-Aminopyrazin-2-yl)-3′-fluoro-[1,1′-biphenyl]-2-sulfonamide). Reaction SMILES: [NH2:1][C:2]1[N:3]=[CH:4][C:5]([C:8]2[CH:13]=[CH:12][C:11]([C:14]3[C:15]([S:20]([NH:23]C(C)(C)C)(=[O:22])=[O:21])=[CH:16][CH:17]=[CH:18][CH:19]=3)=[CH:10][C:9]=2[F:28])=[N:6][CH:7]=1.C1(OC)C=CC=CC=1.C(O)(C(F)(F)F)=O>>[NH2:1][C:2]1[N:3]=[CH:4][C:5]([C:8]2[CH:13]=[CH:12][C:11]([C:14]3[C:15]([S:20]([NH2:23])(=[O:22])=[O:21])=[CH:16][CH:17]=[CH:18][CH:19]=3)=[CH:10][C:9]=2[F:28])=[N:6][CH:7]=1. The reactants are O=C([O-])[O-], CCCCO, CCOC(=O)c1ccc(N)cc1, ClCCNCCCl, Cl, [K+], [K+]. Product: CCOC(=O)c1ccc(N2CCNCC2)cc1. RXN SMILES: [C:21](=[O:22])([O-:23])[O-:24].[CH2:27]([OH:28])[CH2:29][CH2:30][CH3:31].[CH3:1][CH2:2][O:3][C:4](=[O:5])[c:6]1[cH:7][cH:8][c:9]([NH2:10])[cH:11][cH:12]1.[Cl:14][CH2:15][CH2:16][NH:17][CH2:18][CH2:19][Cl:20].[ClH:13].[K+:25].[K+:26]>>[CH3:1][CH2:2][O:3][C:4](=[O:5])[c:6]1[cH:7][cH:8][c:9]([N:10]2[CH2:15][CH2:16][NH:17][CH2:18][CH2:19]2)[cH:11][cH:12]1. Reactants: [Al+3], COc1cccc(OC)c1CCCc1ccccc1, CC(=O)Cl, [Cl-], [Cl-], [Cl-], ClCCl. Product: COc1ccc(C(C)=O)c(OC)c1CCCc1ccccc1. As a reaction SMILES: [Al+3:25].[CH3:1][O:2][c:3]1[c:4]([CH2:11][CH2:12][CH2:13][c:14]2[cH:15][cH:16][cH:17][cH:18][cH:19]2)[c:5]([O:9][CH3:10])[cH:6][cH:7][cH:8]1.[CH3:20][C:21]([Cl:22])=[O:23].[Cl-:24].[Cl-:26].[Cl-:27].[Cl:28][CH2:29][Cl:30]>>[CH3:1][O:2][c:3]1[c:4]([CH2:11][CH2:12][CH2:13][c:14]2[cH:15][cH:16][cH:17][cH:18][cH:19]2)[c:5]([O:9][CH3:10])[c:6]([C:21]([CH3:20])=[O:23])[cH:7][cH:8]1. Starting materials: NC(=CC#N)C (3-aminobut-2-enenitrile), C1(CC(CC1)=O)=O (cyclopentane-1,3-dione), CC1=NNC2=CC=C(C=C12)C=O (3-methyl-1H-indazole-5-carbaldehyde), N1CCCCC1 (piperidine). Run in C(C)O (ethanol). Reaction conditions: time 8 hour. Yields the product CC1=C(C(C2=C(N1)CCC2=O)C=2C=C1C(=NNC1=CC2)C)C#N (2-Methyl-4-(3-methyl-1H-indazol-5-yl)-5-oxo-4,5,6,7-tetrahydro-1H-cyclopenta[b]pyridine-3-carbonitrile). As a reaction SMILES: [C:1]1(=[O:7])[CH2:5][CH2:4][C:3](=O)[CH2:2]1.[CH3:8][C:9]1[C:17]2[C:12](=[CH:13][CH:14]=[C:15]([CH:18]=O)[CH:16]=2)[NH:11][N:10]=1.N1CCCCC1.[NH2:26][C:27]([CH3:31])=[CH:28][C:29]#[N:30]>C(O)C>[CH3:31][C:27]1[NH:26][C:3]2[CH2:4][CH2:5][C:1](=[O:7])[C:2]=2[CH:18]([C:15]2[CH:16]=[C:17]3[C:12](=[CH:13][CH:14]=2)[NH:11][N:10]=[C:9]3[CH3:8])[C:28]=1[C:29]#[N:30]. Reported procedure: 91 mg (0.936 mmol) cyclopentane-1,3-dione, 150 mg (0.936 mmol) 3-methyl-1H-indazole-5-carbaldehyde (Example 1A) and piperidine (0.1 ml) in ethanol (8 ml) were heated to reflux for 1.5 h and then left standing without stirring at room temperature overnight. The mixture was then evaporated to dryness, the remaining solid was dissolved in acetic acid (8 ml), and 77 mg (0.936 mmol) 3-aminobut-2-enenitrile were added. The solution was heated to reflux for 2 h. After cooling, the mixture was evaporate...